This data is from the Open Reaction Database (ORD), a public repository of structured organic reaction records. The task is: describe an organic reaction: reactants, conditions, products, and yield Reactants: B(Br)(Br)Br (boron tribromide), COC=1C=CC2=C([C@@H]3CCCN([C@H]3CC2)C(CC)=O)C1 (trans-9-methoxy-4-propionyl- 1,2,3,4,4a,5,6,10b- octahydrobenzo[f]quinoline), C(C)O (ethanol). Solvent: C(Cl)(Cl)Cl (chloroform). Product: OC=1C=CC2=C([C@@H]3CCCN([C@H]3CC2)C(CC)=O)C1 (trans-9-hydroxy -4-propionyl- 1,2,3,4,4a,5,6, 10b- octahydrobenzo[f]quinoline). As a reaction SMILES: C[O:2][C:3]1[CH:4]=[CH:5][C:6]2[CH2:15][CH2:14][C@H:13]3[C@@H:8]([CH2:9][CH2:10][CH2:11][N:12]3[C:16](=[O:19])[CH2:17][CH3:18])[C:7]=2[CH:20]=1.B(Br)(Br)Br.C(O)C>C(Cl)(Cl)Cl>[OH:2][C:3]1[CH:4]=[CH:5][C:6]2[CH2:15][CH2:14][C@H:13]3[C@@H:8]([CH2:9][CH2:10][CH2:11][N:12]3[C:16](=[O:19])[CH2:17][CH3:18])[C:7]=2[CH:20]=1. Reported procedure: A solution of 6.8 g of the compound obtained in Step D in 72 ml of chloroform is cooled to 0° C., then 5.3 ml of boron tribromide are added dropwise thereto. The whole is stirred for 18 hours at room temperature before the addition of 20 ml of ethanol. The resulting precipitate is filtered and washed with water, and 5.1 g of the expected compound are thereby isolated.